Dataset: the Open Reaction Database (ORD), a public repository of structured organic reaction records. Task: describe an organic reaction: reactants, conditions, products, and yield Reactants: N#Cc1ccc(Br)cc1F, O=C([O-])[O-], CCO, [K+], [K+], CN(C)C=O. The product is CCOc1cc(Br)ccc1C#N. Reaction SMILES: [Br:1][c:2]1[cH:3][c:4]([F:10])[c:5]([C:6]#[N:7])[cH:8][cH:9]1.[C:11](=[O:12])([O-:13])[O-:14].[CH3:17][CH2:18][OH:19].[K+:15].[K+:16].[O:20]=[CH:21][N:22]([CH3:23])[CH3:24]>>[Br:1][c:2]1[cH:3][c:4]([O:19][CH2:18][CH3:17])[c:5]([C:6]#[N:7])[cH:8][cH:9]1. Reactants: C([O-])([O-])=O.[K+].[K+] (potassium carbonate), BrCCOC1=CC=C(C=C1)Cl (1-(2-bromoethoxy)-4-chlorobenzene), Cl.N1(CCNCC1)C(=O)OCC(=O)NC (2-(methylamino)-2-oxoethyl piperazine-1-carboxylate hydrochloride). Solvent: C(C)#N (acetonitrile). The product is ClC1=CC=C(C=C1)OCCN1CCN(CC1)C(=O)OCC(=O)NC (2-(methylamino)-2-oxoethyl 4-{2-[(4-chlorophenyl)oxy]ethyl}piperazine-1-carboxylate). Isolated yield 86.3%. RXN SMILES: Cl.[N:2]1([C:8]([O:10][CH2:11][C:12]([NH:14][CH3:15])=[O:13])=[O:9])[CH2:7][CH2:6][NH:5][CH2:4][CH2:3]1.C(=O)([O-])[O-].[K+].[K+].Br[CH2:23][CH2:24][O:25][C:26]1[CH:31]=[CH:30][C:29]([Cl:32])=[CH:28][CH:27]=1>C(#N)C>[Cl:32][C:29]1[CH:30]=[CH:31][C:26]([O:25][CH2:24][CH2:23][N:5]2[CH2:6][CH2:7][N:2]([C:8]([O:10][CH2:11][C:12]([NH:14][CH3:15])=[O:13])=[O:9])[CH2:3][CH2:4]2)=[CH:27][CH:28]=1 |f:0.1,2.3.4|. Procedure: A solution of 0.073 g (0.3 mmol) of 2-(methylamino)-2-oxoethyl piperazine-1-carboxylate hydrochloride, prepared in step 3.3., 0.13 g (0.9 mmol) of potassium carbonate and 0.069 g (0.29 mmol) of 1-(2-bromoethoxy)-4-chlorobenzene in 3 ml of acetonitrile is heated at 85° C. for 16 hours. After cooling to ambient temperature, the inorganic components are filtered off through a cartridge fitted with a frit and containing celite. The cartridge is rinsed with acetone and the filtrate is concentrated un... Reactants: CC(C)O, O=[N+]([O-])c1ccc(Cl)nc1, [H-], [Na+]. Yields the product CC(C)Oc1ccc([N+](=O)[O-])cn1. RXN SMILES: [CH:13]([CH3:14])([CH3:15])[OH:16].[Cl:1][c:2]1[n:3][cH:4][c:5]([N+:8](=[O:9])[O-:10])[cH:6][cH:7]1.[H-:12].[Na+:11]>>[c:2]1([O:16][CH:13]([CH3:14])[CH3:15])[n:3][cH:4][c:5]([N+:8](=[O:9])[O-:10])[cH:6][cH:7]1. Yields the product O=[N+]([O-])c1ccc(SCCc2ccccc2)cc1. Starting materials: CCO, O=[N+]([O-])c1ccc(Cl)cc1, [K+], [OH-], SCCc1ccccc1. Reaction SMILES: [CH3:22][CH2:23][OH:24].[Cl:1][c:2]1[cH:3][cH:4][c:5]([N+:8](=[O:9])[O-:10])[cH:6][cH:7]1.[K+:12].[OH-:11].[c:13]1([CH2:19][CH2:20][SH:21])[cH:14][cH:15][cH:16][cH:17][cH:18]1>>[c:2]1([S:21][CH2:20][CH2:19][c:13]2[cH:14][cH:15][cH:16][cH:17][cH:18]2)[cH:3][cH:4][c:5]([N+:8](=[O:9])[O-:10])[cH:6][cH:7]1. Starting materials: C=CCI, [K+], [K+], O=C([O-])[O-], CN(C)C=O, O, Nc1ncnc2[nH]nc(-c3ccc4ccccc4c3)c12. Yields the product C=CCn1nc(-c2ccc3ccccc3c2)c2c(N)ncnc21. RXN SMILES: [CH2:27]([CH:28]=[CH2:29])[I:30].[K+:21].[K+:22].[O-:23][C:24]([O-:25])=[O:26].[O:32]=[CH:33][N:34]([CH3:35])[CH3:36].[OH2:31].[cH:1]1[c:2](-[c:11]2[n:12][nH:13][c:14]3[n:15][cH:16][n:17][c:18]([NH2:20])[c:19]23)[cH:3][cH:4][c:5]2[cH:6][cH:7][cH:8][cH:9][c:10]12>>[cH:1]1[c:2](-[c:11]2[n:12][n:13]([CH2:29][CH:28]=[CH2:27])[c:14]3[n:15][cH:16][n:17][c:18]([NH2:20])[c:19]23)[cH:3][cH:4][c:5]2[cH:6][cH:7][cH:8][cH:9][c:10]12. Starting materials: CC(=O)[O-], Cl, O=N[O-], Nc1ccc(OCc2ccccc2)c2cnsc12, [Na+], [Na+], C1CCOC1, O. Product: c1ccc(COc2cccc3sncc23)cc1. RXN SMILES: [CH3:29][C:30](=[O:31])[O-:32].[ClH:33].[N:19]([O-:20])=[O:21].[NH2:1][c:2]1[cH:3][cH:4][c:5]([O:11][CH2:12][c:13]2[cH:14][cH:15][cH:16][cH:17][cH:18]2)[c:6]2[cH:7][n:8][s:9][c:10]12.[Na+:22].[Na+:28].[O:23]1[CH2:24][CH2:25][CH2:26][CH2:27]1.[OH2:34]>>[cH:2]1[cH:3][cH:4][c:5]([O:11][CH2:12][c:13]2[cH:14][cH:15][cH:16][cH:17][cH:18]2)[c:6]2[cH:7][n:8][s:9][c:10]12. Starting materials: C(C)OC(=O)C1CC(N(CC1)CC1=CC=C(C=C1)C)S(=O)(=O)C1=CC=C(C=C1)OCC1=CC=C(C=C1)Cl ([4-(4-Chloro-benzyloxy)-benzenesulfonyl]-1-(4-methylbenzyl)-piperidine-4-carboxylic acid ethyl ester), CO (Methanol), [OH-].[Na+] (NaOH). Solvent: C1CCOC1 (THF). The product is ClC1=CC=C(COC2=CC=C(C=C2)S(=O)(=O)C2N(CCC(C2)C(=O)O)CC2=CC=C(C=C2)C)C=C1 ([4-(4-Chloro-benzyloxy)-benzenesulfonyl]-1-(4-methylbenzyl)-piperidine-4-carboxylic acid). Reaction SMILES: C([O:3][C:4]([CH:6]1[CH2:11][CH2:10][N:9]([CH2:12][C:13]2[CH:18]=[CH:17][C:16]([CH3:19])=[CH:15][CH:14]=2)[CH:8]([S:20]([C:23]2[CH:28]=[CH:27][C:26]([O:29][CH2:30][C:31]3[CH:36]=[CH:35][C:34]([Cl:37])=[CH:33][CH:32]=3)=[CH:25][CH:24]=2)(=[O:22])=[O:21])[CH2:7]1)=[O:5])C.CO.[OH-].[Na+]>C1COCC1>[Cl:37][C:34]1[CH:33]=[CH:32][C:31]([CH2:30][O:29][C:26]2[CH:25]=[CH:24][C:23]([S:20]([CH:8]3[CH2:7][CH:6]([C:4]([OH:5])=[O:3])[CH2:11][CH2:10][N:9]3[CH2:12][C:13]3[CH:14]=[CH:15][C:16]([CH3:19])=[CH:17][CH:18]=3)(=[O:22])=[O:21])=[CH:28][CH:27]=2)=[CH:36][CH:35]=1 |f:2.3|. Reported procedure: [4-(4-Chloro-benzyloxy)-benzenesulfonyl]-1-(4-methylbenzyl)-piperidine-4-carboxylic acid was prepared starting from [4-(4-Chloro-benzyloxy)-benzenesulfonyl]-1-(4-methylbenzyl)-piperidine-4-carboxylic acid ethyl ester (7.9 g, 124 mmol) dissolved in THF:Methanol (50: 50 ml) and 10N NaOH (20 ml). The resulting reaction mixture was worked up as outlined in example 83. Yield 4.6 g (61%); off white solid, mp 204° C.; MS: 514.2 (M+H)+ Starting materials: FC(C=1C=C(C=CC1)C(=C/C=C/C(=O)O)C1=CC(=CC=C1)C(F)(F)F)(F)F ((E)-5,5-bis[3-(trifluoromethyl)phenyl]-2,4-pentadienoic acid), [N+](=O)([O-])C1=CC=C(C=C1)O (4-nitrophenol), C1(CCCCC1)N=C=NC1CCCCC1 (1,3-dicyclohexylcarbodiimide). The solvent is ClCCl (dichloromethane). Run at time 1 hour. Product: [N+](=O)([O-])C1=CC=C(C=C1)OC(\C=C\C=C(C1=CC(=CC=C1)C(F)(F)F)C1=CC(=CC=C1)C(F)(F)F)=O ((E)-5,5-bis[3-(trifluoromethyl)phenyl]-2,4-pentadienoic acid 4-nitrophenyl ester). Yield: 105.0%. Reaction SMILES: [F:1][C:2]([F:27])([F:26])[C:3]1[CH:4]=[C:5]([C:9]([C:16]2[CH:21]=[CH:20][CH:19]=[C:18]([C:22]([F:25])([F:24])[F:23])[CH:17]=2)=[CH:10]/[CH:11]=[CH:12]/[C:13]([OH:15])=[O:14])[CH:6]=[CH:7][CH:8]=1.[N+:28]([C:31]1[CH:36]=[CH:35][C:34](O)=[CH:33][CH:32]=1)([O-:30])=[O:29].C1(N=C=NC2CCCCC2)CCCCC1>ClCCl>[N+:28]([C:31]1[CH:36]=[CH:35][C:34]([O:14][C:13](=[O:15])/[CH:12]=[CH:11]/[CH:10]=[C:9]([C:16]2[CH:21]=[CH:20][CH:19]=[C:18]([C:22]([F:24])([F:23])[F:25])[CH:17]=2)[C:5]2[CH:6]=[CH:7][CH:8]=[C:3]([C:2]([F:26])([F:27])[F:1])[CH:4]=2)=[CH:33][CH:32]=1)([O-:30])=[O:29]. Reported procedure: As in Example 115, (E)-5,5-bis[3-(trifluoromethyl)phenyl]-2,4-pentadienoic acid (5.8 g) and 4-nitrophenol (2.5 g) in dichloromethane (50 mL) was treated with 1,3-dicyclohexylcarbodiimide (3.1 g). The mixture was stirred at 0°-5° C. for 1 hour, then at room temperature for 2 hours. The usual work up furnished 8 g of (E)-5,5-bis[3-(trifluoromethyl)phenyl]-2,4-pentadienoic acid 4-nitrophenyl ester as an oil essentially homogeneous by tlc. This material was used without further purification in subse... The reactants are CC1(OB(OC1(C)C)C=1C=C(OC=2SC=CN2)C=CC1)C (2-[3-(4,4,5,5-tetramethyl-1,3,2-dioxaborolan-2-yl)phenoxy]-1,3-thiazole), FC=1C(=CC(N(C1)CC[C@](C(=O)OCC)(S(=O)(=O)C)C)=O)C1=CC=C(C=C1)OC[C@@H]1CC[C@H](CC1)OC1OCCCC1 (ethyl (2R)-4-[5-fluoro-2-oxo-4-(4-{[trans-4-(tetrahydro-2H-pyran-2-yloxy)cyclohexyl]methoxy}phenyl)pyridin-1(2H)-yl]-2-methyl-2-(methylsulfonyl)butanoate). The product is FC=1C(=CC(N(C1)CC[C@](C(=O)OCC)(S(=O)(=O)C)C)=O)C1=CC(=CC=C1)OC=1SC=CN1 (Ethyl (2R)-4-{5-fluoro-2-oxo-4-[3-(1,3-thiazol-2-yloxy)phenyl]pyridin-1(2H)-yl}-2-methyl-2-(methylsulfonyl)butanoate). As a reaction SMILES: CC1(C)C(C)(C)OB([C:9]2[CH:10]=[C:11]([CH:18]=[CH:19][CH:20]=2)[O:12][C:13]2[S:14][CH:15]=[CH:16][N:17]=2)O1.[F:22][C:23]1[C:24](C2C=CC(OC[C@H]3CC[C@H](OC4CCCCO4)CC3)=CC=2)=[CH:25][C:26](=[O:42])[N:27]([CH2:29][CH2:30][C@@:31]([CH3:41])([S:37]([CH3:40])(=[O:39])=[O:38])[C:32]([O:34][CH2:35][CH3:36])=[O:33])[CH:28]=1>>[F:22][C:23]1[C:24]([C:9]2[CH:20]=[CH:19][CH:18]=[C:11]([O:12][C:13]3[S:14][CH:15]=[CH:16][N:17]=3)[CH:10]=2)=[CH:25][C:26](=[O:42])[N:27]([CH2:29][CH2:30][C@@:31]([CH3:41])([S:37]([CH3:40])(=[O:38])=[O:39])[C:32]([O:34][CH2:35][CH3:36])=[O:33])[CH:28]=1. Reported procedure: The title compound (534 mg) was prepared as a crude brown oil from 2-[3-(4,4,5,5-tetramethyl-1,3,2-dioxaborolan-2-yl)phenoxy]-1,3-thiazole (1.33 g, 4.39 mmol) and T2 (400 mg, 0.90 mmol) using a procedure analogous to that described for ethyl (2R)-4-[5-fluoro-2-oxo-4-(4-{[trans-4-(tetrahydro-2H-pyran-2-yloxy)cyclohexyl]methoxy}phenyl)pyridin-1(2H)-yl]-2-methyl-2-(methylsulfonyl)butanoate, Example 18, Step D. MS (LCMS) m/z 495.2 (M+1).